Dataset: the Open Reaction Database (ORD), a public repository of structured organic reaction records. Task: describe an organic reaction: reactants, conditions, products, and yield The reactants are C(C)(C)(C)OC(N[C@H]1CO[C@@H](CC1)CC1CC2=C(C=NC=3C=CC(=C(C23)F)OC)O1)=O ((3R,6S)-[6-(9-fluoro-8-methoxy-1,2-dihydro-furo[2,3-c]quinolin-2-ylmethyl)-tetrahydro-pyran-3-yl]-carbamic acid tert-butyl ester), O=C1CSC2=C(N1)C=C(C=C2)C(=O)O (3-oxo-3,4-dihydro-2H-benzo[1,4]thiazine-6-carboxylic acid). The product is FC=1C=2C3=C(C=NC2C=CC1OC)OC(C3)C[C@@H]3CC[C@H](CO3)NC(=O)C=3C=CC1=C(NC(CS1)=O)C3 (3-oxo-3,4-dihydro-2H-benzo[1,4]thiazine-6-carboxylic acid (3R,6S)-[6-(9-fluoro-8-methoxy-1,2-dihydro-furo[2,3-c]quinolin-2-ylmethyl)-tetrahydro-pyran-3-yl]-amide). As a reaction SMILES: C([O:5][C:6](=O)[NH:7][C@@H:8]1[CH2:13][CH2:12][C@@H:11]([CH2:14][CH:15]2[O:30][C:18]3[CH:19]=[N:20][C:21]4[CH:22]=[CH:23][C:24]([O:28][CH3:29])=[C:25]([F:27])[C:26]=4[C:17]=3[CH2:16]2)[O:10][CH2:9]1)(C)(C)C.[O:32]=[C:33]1[NH:38][C:37]2[CH:39]=[C:40](C(O)=O)[CH:41]=[CH:42][C:36]=2[S:35][CH2:34]1>>[F:27][C:25]1[C:26]2[C:17]3[CH2:16][CH:15]([CH2:14][C@H:11]4[O:10][CH2:9][C@H:8]([NH:7][C:6]([C:40]5[CH:41]=[CH:42][C:36]6[S:35][CH2:34][C:33](=[O:32])[NH:38][C:37]=6[CH:39]=5)=[O:5])[CH2:13][CH2:12]4)[O:30][C:18]=3[CH:19]=[N:20][C:21]=2[CH:22]=[CH:23][C:24]=1[O:28][CH3:29]. Reported procedure: The titled compound is prepared as an off-white lyophilized powder following Scheme 3 and in analogy to Example 13 using (3R,6S)-[6-(9-fluoro-8-methoxy-1,2-dihydro-furo[2,3-c]quinolin-2-ylmethyl)-tetrahydro-pyran-3-yl]-carbamic acid tert-butyl ester and 3-oxo-3,4-dihydro-2H-benzo[1,4]thiazine-6-carboxylic acid as starting material. Procedure details: Ethoxycarbonylmethoxyacetohydrazide (15.0 g.) was suspended in chilled ethanol (200 ml.) at 0° C. and carbon disulfide (26.7 ml.) was next added dropwise to the suspension. A solution of potassium hydroxide (5.6 g.) in ethanol (60 ml.) was then added to the mixture over a period of 30 minutes, and the resulting reaction mixture was stirred at 0° C. for a further 30 minutes. Finally, the coolant was removed and the reaction mixture was stirred overnight for approximately 16 hours. The product, vi... Product: C(C)OC(=O)COCC(=O)NNC(=S)[S-].[K+] (Potassium 3-(Ethoxycarbonylmethoxyacetyl)dithiocarbazate). Starting materials: C(C)OC(=O)COCC(=O)NN (Ethoxycarbonylmethoxyacetohydrazide), C(=S)=S (carbon disulfide), [OH-].[K+] (potassium hydroxide). Reaction SMILES: [CH2:1]([O:3][C:4]([CH2:6][O:7][CH2:8][C:9]([NH:11][NH2:12])=[O:10])=[O:5])[CH3:2].[C:13](=[S:15])=[S:14].[OH-].[K+:17]>C(O)C>[CH2:1]([O:3][C:4]([CH2:6][O:7][CH2:8][C:9]([NH:11][NH:12][C:13]([S-:15])=[S:14])=[O:10])=[O:5])[CH3:2].[K+:17] |f:2.3,5.6|. Run in C(C)O (ethanol), C(C)O (ethanol). Run at temperature 0 celsius, time 30 minute. Starting materials: Cl.Cl.CC1=C(C=CC(=C1)N)NC1=NCCC1 (2-[(2-Methyl-4-aminophenyl)amino]-1-pyrroline, dihydrochloride), CO (methanol), crude product, CO (methanol), C(C)OCC (diethyl ether). The product is Cl.CC1=C(C=CC(=C1)NC(=O)OC)NC1=NCCC1 (2-[(2-Methyl-4-(methoxycarbonylamino)-phenyl)amino]-1-pyrroline, hydrochloride). Reaction SMILES: [ClH:1].Cl.[CH3:3][C:4]1[CH:9]=[C:8]([NH2:10])[CH:7]=[CH:6][C:5]=1[NH:11][C:12]1[CH2:16][CH2:15][CH2:14][N:13]=1.[CH2:17]([O:19][CH2:20]C)C.C[OH:23]>>[ClH:1].[CH3:3][C:4]1[CH:9]=[C:8]([NH:10][C:17]([O:19][CH3:20])=[O:23])[CH:7]=[CH:6][C:5]=1[NH:11][C:12]1[CH2:16][CH2:15][CH2:14][N:13]=1 |f:0.1.2,5.6|. Reported procedure: The title compound was prepared by the method of Example 26 using the product compound of Example 9 and excess methanol. The crude product was dissolved in the minimum amount of methanol and treated with diethyl ether to point of cloudiness, then cooled. Insolubles were removed by filtration and the product forced out of the filtrate by addition of ether, giving the title compound as a solid. Structure assignment was supported by the nmr spectrum and by elemental analysis. Procedure: The same procedure as employed in the preparation of Example 357 (step a) but using 4-(3-octyl-1,2,4-oxadiazol-5-yl)benzaldehyde and 2-(1,1′-biphenyl-4-yl)ethylamine gave the title compound as an oil. Reaction SMILES: [CH2:1]([C:9]1[N:13]=[C:12]([C:14]2[CH:21]=[CH:20][C:17]([CH:18]=O)=[CH:16][CH:15]=2)[O:11][N:10]=1)[CH2:2][CH2:3][CH2:4][CH2:5][CH2:6][CH2:7][CH3:8].[C:22]1([C:31]2[CH:36]=[CH:35][CH:34]=[CH:33][CH:32]=2)[CH:27]=[CH:26][C:25]([CH2:28][CH2:29][NH2:30])=[CH:24][CH:23]=1>>[C:22]1([C:31]2[CH:32]=[CH:33][CH:34]=[CH:35][CH:36]=2)[CH:23]=[CH:24][C:25]([CH2:28][CH2:29][NH:30][CH2:18][C:17]2[CH:20]=[CH:21][C:14]([C:12]3[O:11][N:10]=[C:9]([CH2:1][CH2:2][CH2:3][CH2:4][CH2:5][CH2:6][CH2:7][CH3:8])[N:13]=3)=[CH:15][CH:16]=2)=[CH:26][CH:27]=1. Yields the product C1(=CC=C(C=C1)CCNCC1=CC=C(C=C1)C1=NC(=NO1)CCCCCCCC)C1=CC=CC=C1 (N-[2-(1,1′-biphenyl-4-yl)ethyl]-N-[4-(3-octyl-1,2,4-oxadiazol-5-yl)benzyl]amine). Reactants: C(CCCCCCC)C1=NOC(=N1)C1=CC=C(C=O)C=C1 (4-(3-octyl-1,2,4-oxadiazol-5-yl)benzaldehyde), C1(=CC=C(C=C1)CCN)C1=CC=CC=C1 (2-(1,1′-biphenyl-4-yl)ethylamine). Reactants: CC(=O)OC1NC(=O)C1NC(c1ccccc1)(c1ccccc1)c1ccccc1, CO, CC(=O)[O-], CC(=O)[O-], [Zn+2]. The product is COC1NC(=O)C1NC(c1ccccc1)(c1ccccc1)c1ccccc1. As a reaction SMILES: [C:1](=[O:2])([CH3:3])[O:4][CH:5]1[CH:6]([NH:10][C:11]([c:12]2[cH:13][cH:14][cH:15][cH:16][cH:17]2)([c:18]2[cH:19][cH:20][cH:21][cH:22][cH:23]2)[c:24]2[cH:25][cH:26][cH:27][cH:28][cH:29]2)[C:7](=[O:9])[NH:8]1.[CH3:30][OH:31].[CH3:33][C:34](=[O:35])[O-:36].[CH3:37][C:38](=[O:39])[O-:40].[Zn+2:32]>>[CH3:1][O:4][CH:5]1[CH:6]([NH:10][C:11]([c:12]2[cH:13][cH:14][cH:15][cH:16][cH:17]2)([c:18]2[cH:19][cH:20][cH:21][cH:22][cH:23]2)[c:24]2[cH:25][cH:26][cH:27][cH:28][cH:29]2)[C:7](=[O:9])[NH:8]1.